From a dataset of the Open Reaction Database (ORD), a public repository of structured organic reaction records. describe an organic reaction: reactants, conditions, products, and yield The solvent is C(C)O (ethanol). Product: N1(CCCCC1)CC1=CC=C(O1)CNCCN1C(NC2=C1C=CC=C2)=O (N-[2-[(5-Piperidinomethyl-2-furanyl)methylamino]ethyl]-2,3-dihydro-2-oxo-1H-benzimidazole). As a reaction SMILES: [NH2:1][CH2:2][CH2:3][N:4]1[C:8]2[CH:9]=[CH:10][CH:11]=[CH:12][C:7]=2[NH:6][C:5]1=[O:13].[N:14]1([CH2:20][C:21]2[O:27][C:24]([CH:25]=O)=[CH:23][CH:22]=2)[CH2:19][CH2:18][CH2:17][CH2:16][CH2:15]1.[BH4-].[Na+]>C(O)C>[N:14]1([CH2:20][C:21]2[O:27][C:24]([CH2:25][NH:1][CH2:2][CH2:3][N:4]3[C:8]4[CH:9]=[CH:10][CH:11]=[CH:12][C:7]=4[NH:6][C:5]3=[O:13])=[CH:23][CH:22]=2)[CH2:19][CH2:18][CH2:17][CH2:16][CH2:15]1 |f:2.3|. Isolated yield 52.4%. Reported procedure: In 100 ml of dry ethanol were dissolved 1.2 g (6.78 mmol) of Compound j and 1.3 g (6.78 mmol) of 5-piperidinomethylfurfural and the solution was stirred at room temperature for 20 hours. The reaction mixture was then cooled with ice and 1.18 g (31.1 mmol) of sodium borohydride was gradually added. The mixture was further stirred under ice-cooling for 1.5 hours. The reaction mixture was then concentrated, and after addition of methylene chloride, the resulting solution was washed with 2 portions ... Reaction conditions: time 20 hour. Starting materials: NCCN1C(NC2=C1C=CC=C2)=O (1-(2-aminoethyl)-2,3-dihydro-2-oxo-1H-benzimidazole), N1(CCCCC1)CC1=CC=C(C=O)O1 (5-piperidinomethylfurfural), [BH4-].[Na+] (sodium borohydride).